Dataset: the Open Reaction Database (ORD), a public repository of structured organic reaction records. Task: describe an organic reaction: reactants, conditions, products, and yield Starting materials: ice, C(C)O/C=C/C(=O)NC1=CC=C(C=C1)C=1C=NC=CC1 (Trans-3-[4-(3-Ethoxypropenamido)phenyl]pyridine), [OH-].[Na+] (sodium hydroxide). Solvent: S(O)(O)(=O)=O (sulphuric acid). Product: N1=CC(=CC=C1)C=1C=C2C=CC(NC2=CC1)=O (6-(3-pyridyl)-2-(1H)-quinolone). As a reaction SMILES: C(O/[CH:4]=[CH:5]/[C:6]([NH:8][C:9]1[CH:14]=[CH:13][C:12]([C:15]2[CH:16]=[N:17][CH:18]=[CH:19][CH:20]=2)=[CH:11][CH:10]=1)=[O:7])C.[OH-].[Na+]>S(=O)(=O)(O)O>[N:17]1[CH:18]=[CH:19][CH:20]=[C:15]([C:12]2[CH:13]=[C:14]3[C:9](=[CH:10][CH:11]=2)[NH:8][C:6](=[O:7])[CH:5]=[CH:4]3)[CH:16]=1 |f:1.2|. Procedure details: Trans-3-[4-(3-Ethoxypropenamido)phenyl]pyridine (1.43 g) was stirred in 98% sulphuric acid (4.0 cm3) for 16 hours. The mixture was added to ice (50 g) and the resulting solution was basified to pH8 with 2.5M sodium hydroxide solution. The mixture was extracted with chloroform:methanol, 9:1 (10×100 cm3), and the combined and dried (MgSO4) extracts were concentrated in vacuo to yield a solid which was recrystallised from isopropanol to afford 6-(3-pyridyl)-2-(1H)-quinolone, m.p. 228°-230° (0.39 g)...